The task is: describe an organic reaction: reactants, conditions, products, and yield. This data is from the Open Reaction Database (ORD), a public repository of structured organic reaction records. The reactants are CCCCc1cn(C(C)(C)C)sc1=N, O=C(O)C1(c2ccc(F)cc2Cl)CCCCC1. Reaction SMILES: [C:1]([CH3:2])([CH3:3])([CH3:4])[n:5]1[s:6][c:7](=[NH:14])[c:8]([CH2:10][CH2:11][CH2:12][CH3:13])[cH:9]1.[Cl:15][c:16]1[c:17]([C:23]2([C:29](=[O:30])[OH:31])[CH2:24][CH2:25][CH2:26][CH2:27][CH2:28]2)[cH:18][cH:19][c:20]([F:22])[cH:21]1>>[C:1]([CH3:2])([CH3:3])([CH3:4])[n:5]1[s:6][c:7](=[N:14][C:29]([C:23]2([c:17]3[c:16]([Cl:15])[cH:21][c:20]([F:22])[cH:19][cH:18]3)[CH2:24][CH2:25][CH2:26][CH2:27][CH2:28]2)=[O:30])[c:8]([CH2:10][CH2:11][CH2:12][CH3:13])[cH:9]1. The product is CCCCc1cn(C(C)(C)C)sc1=NC(=O)C1(c2ccc(F)cc2Cl)CCCCC1. Starting materials: O=C1CCC(=O)N1Cl, NC(=O)Cn1c(=O)oc2c(F)c(F)ccc21, O=S(=O)(O)O. Product: NC(=O)Cn1c(=O)oc2c(F)c(F)cc(Cl)c21. As a reaction SMILES: [Cl:1][N:2]1[C:3](=[O:4])[CH2:5][CH2:6][C:7]1=[O:8].[F:9][c:10]1[c:11]([F:24])[c:12]2[c:13]([n:14]([CH2:18][C:19](=[O:20])[NH2:21])[c:15](=[O:17])[o:16]2)[cH:22][cH:23]1.[S:25](=[O:26])(=[O:27])([OH:28])[OH:29]>>[Cl:1][c:22]1[c:13]2[c:12]([c:11]([F:24])[c:10]([F:9])[cH:23]1)[o:16][c:15](=[O:17])[n:14]2[CH2:18][C:19](=[O:20])[NH2:21]. Procedure: Prepared in an analogous manner to E6, from 3,5-bis-(2-oxopyrrolidin-1-yl)benzoic acid (D8) and (2R,4S,5S)-5-amino-4-hydroxy-2-methyl-6-phenylhexanoic acid (bicyclo[2.2.1]hept-2-yl)amide (D29). The reactants are C(C1=CC=CC=C1)[C@@H]([C@H](C[C@@H](C)C(NCCC(C)(C)C)=O)O)NC(C1=CC(=CC(=C1)C1=CC=CC=C1)N1C(CCC1)=O)=O (N-[(1S,2S,4R)-1-Benzyl-4-(3,3-dimethylbutylcarbamoyl)-2-hydroxypentyl]-3-(2-oxopyrrolidin-1-yl)-5-phenylbenzamide), O=C1N(CCC1)C=1C=C(C(=O)O)C=C(C1)N1C(CCC1)=O (3,5-Bis-(2-oxopyrrolidin-1-yl)benzoic acid), C12C(CC(CC1)C2)NC([C@@H](C[C@@H]([C@H](CC2=CC=CC=C2)N)O)C)=O ((2R,4S,5S)-5-Amino-4-hydroxy-2-methyl-6-phenylhexanoic acid (bicyclo[2.2.1]hept-2-yl)amide). As a reaction SMILES: C([C@H](NC(=O)C1C=C(C2C=CC=CC=2)C=C(N2CCCC2=O)C=1)[C@@H](O)C[C@H](C(=O)NCCC(C)(C)C)C)C1C=CC=CC=1.[O:44]=[C:45]1[CH2:49][CH2:48][CH2:47][N:46]1[C:50]1[CH:51]=[C:52]([CH:56]=[C:57]([N:59]2[CH2:63][CH2:62][CH2:61][C:60]2=[O:64])[CH:58]=1)[C:53](O)=[O:54].[CH:65]12[CH2:71][CH:68]([CH2:69][CH2:70]1)[CH2:67][CH:66]2[NH:72][C:73](=[O:88])[C@H:74]([CH3:87])[CH2:75][C@H:76]([OH:86])[C@@H:77]([NH2:85])[CH2:78][C:79]1[CH:84]=[CH:83][CH:82]=[CH:81][CH:80]=1>>[CH2:78]([C@H:77]([NH:85][C:53](=[O:54])[C:52]1[CH:51]=[C:50]([N:46]2[CH2:47][CH2:48][CH2:49][C:45]2=[O:44])[CH:58]=[C:57]([N:59]2[CH2:63][CH2:62][CH2:61][C:60]2=[O:64])[CH:56]=1)[C@@H:76]([OH:86])[CH2:75][C@H:74]([C:73](=[O:88])[NH:72][CH:66]1[CH2:67][CH:68]2[CH2:71][CH:65]1[CH2:70][CH2:69]2)[CH3:87])[C:79]1[CH:80]=[CH:81][CH:82]=[CH:83][CH:84]=1. Product: C(C1=CC=CC=C1)[C@@H]([C@H](C[C@@H](C)C(NC1C2CCC(C1)C2)=O)O)NC(C2=CC(=CC(=C2)N2C(CCC2)=O)N2C(CCC2)=O)=O (N-[(1S,2S,4R)-1-Benzyl-4-(bicyclo[2.2.1]hept-2-ylcarbamoyl)-2-hydroxypentyl]-3,5-bis-(2-oxopyrrolidin-1-yl)benzamide). Reactants: FC(C(=O)N1CCC2=C(C(C1)C(C)C)C=C(C(=C2)OCC=C)Br)(F)F (N-trifluoroacetyl-7-allyloxy-8-bromo-1-isopropyl-2,3,4,5-tetrahydro-1H-3-benzazepine), [OH-].[Na+] (NaOH). Solvent: [Cl-].[Na+].O (brine), CO (methanol). Conditions: time 3 hour. The product is C(C=C)OC1=CC2=C(C(CNCC2)C(C)C)C=C1Br (7-Allyloxy-8-bromo-1-isopropyl-2,3,4,5-tetrahydro-1H-3-benzazepine). The yield is 118.6%. As a reaction SMILES: FC(F)(F)C([N:5]1[CH2:11][CH:10]([CH:12]([CH3:14])[CH3:13])[C:9]2[CH:15]=[C:16]([Br:23])[C:17]([O:19][CH2:20][CH:21]=[CH2:22])=[CH:18][C:8]=2[CH2:7][CH2:6]1)=O.[OH-].[Na+]>CO.[Cl-].[Na+].O>[CH2:20]([O:19][C:17]1[C:16]([Br:23])=[CH:15][C:9]2[CH:10]([CH:12]([CH3:13])[CH3:14])[CH2:11][NH:5][CH2:6][CH2:7][C:8]=2[CH:18]=1)[CH:21]=[CH2:22] |f:1.2,4.5.6|. Procedure details: A solution of N-trifluoroacetyl-7-allyloxy-8-bromo-1-isopropyl-2,3,4,5-tetrahydro-1H-3-benzazepine (0.011 g, 0.026 mmol) in methanol (0.5 mL) was treated with of 15% aqueous NaOH (0.5 mL), and stirred for 3 hours at 50 C. The product mixture was diluted with brine (5 mL), extracted twice with EtOAc (5 mL), dried with MgSO4, and concentrated to give 0.010 g of a clear oil. 1H NMR (400 MHz, CD3OD) d 7.09 (s, 1 H), 6.62 (s, 1 H), 5.94 (m, 1 H), 5.32 (dd, 1 H), 5.12 (dd, 1 H), 4.46 (d, 2 H), 3.19 (m...